Dataset: the Open Reaction Database (ORD), a public repository of structured organic reaction records. Task: describe an organic reaction: reactants, conditions, products, and yield The reactants are O=C1COc2ncc(Br)cc2N1, O=C([O-])[O-], CC[N+](CC)(CC)Cc1ccccc1, CI, CC#N, [Cl-], [K+], [K+]. Product: CN1C(=O)COc2ncc(Br)cc21. Reaction SMILES: [Br:3][c:4]1[cH:5][c:6]2[c:7]([n:13][cH:14]1)[O:8][CH2:9][C:10](=[O:12])[NH:11]2.[C:15](=[O:16])([O-:17])[O-:18].[CH2:22]([N+:23]([CH2:24][CH3:25])([CH2:26][CH3:27])[CH2:28][CH3:29])[c:30]1[cH:31][cH:32][cH:33][cH:34][cH:35]1.[CH3:1][I:2].[CH3:36][C:37]#[N:38].[Cl-:21].[K+:19].[K+:20]>>[Br:3][c:4]1[cH:5][c:6]2[c:7]([n:13][cH:14]1)[O:8][CH2:9][C:10](=[O:12])[N:11]2[CH3:15]. Reactants: S(O)(O)(=O)=O (sulfuric acid), NC1=C(C#N)C(=C(C(=C1F)OC)F)F (2-amino-4-methoxy-3,5,6-trifluorobenzonitrile), ice water, C([O-])([O-])=O.[K+].[K+] (potassium carbonate). Solvent: O (water), O (water). Run at temperature 100 celsius, time 1 hour. The product is COC=1C(=C(N)C=C(C1F)F)F (3-methoxy-2,4,5-trifluoroaniline). Isolated yield 77.4%. Reaction SMILES: S(=O)(=O)(O)O.[NH2:6][C:7]1[C:14]([F:15])=[C:13]([O:16][CH3:17])[C:12]([F:18])=[C:11]([F:19])[C:8]=1C#N.C(=O)([O-])[O-].[K+].[K+]>O>[CH3:17][O:16][C:13]1[C:14]([F:15])=[C:7]([CH:8]=[C:11]([F:19])[C:12]=1[F:18])[NH2:6] |f:2.3.4|. Procedure details: 50 ml of water and 200 ml of concentrated sulfuric acid were added to 84.4 g (0.42 mole) of 2-amino-4-methoxy-3,5,6-trifluorobenzonitrile (XX) [prepared as described in Step (E2) above]. The mixture was then stirred at 100° C. for 1 hour, after which 150 ml of water were added thereto, and the mixture was stirred at 110°-120° C. for a further 2 hours. The reaction mixture was then allowed to stand to cool to room temperature, after which it was poured into ice-water and neutralized with potassiu... Reactants: C1(=CC=CC=C1)C1=NC(=NC=C1)N1CCN(CC1)C(=O)OC(C)(C)C (tert-butyl 4-(4-phenylpyrimidin-2-yl)piperazine-1-carboxylate), FC(C(=O)[O-])(F)F (trifluoroacetate). The product is OC(=O)C(F)(F)F.C1(=CC=CC=C1)C1=NC(=NC=C1)N1CCNCC1 (4-Phenyl-2-(piperazin-1-yl)pyrimidine TFA Salt). As a reaction SMILES: [C:1]1([C:7]2[CH:12]=[CH:11][N:10]=[C:9]([N:13]3[CH2:18][CH2:17][N:16](C(OC(C)(C)C)=O)[CH2:15][CH2:14]3)[N:8]=2)[CH:6]=[CH:5][CH:4]=[CH:3][CH:2]=1.[F:26][C:27]([F:32])([F:31])[C:28]([O-:30])=[O:29]>>[OH:30][C:28]([C:27]([F:32])([F:31])[F:26])=[O:29].[C:1]1([C:7]2[CH:12]=[CH:11][N:10]=[C:9]([N:13]3[CH2:18][CH2:17][NH:16][CH2:15][CH2:14]3)[N:8]=2)[CH:2]=[CH:3][CH:4]=[CH:5][CH:6]=1 |f:2.3|. Procedure: This compound was synthesized from tert-butyl 4-(4-phenylpyrimidin-2-yl)piperazine-1-carboxylate as described for example 46 step 4 (400 mg, crude) as a trifluoroacetate salt and it was carried through without further purification. MS (ESI) m/z: Calculated for C14H16N4: 240.14. found: 241.0 (M+H)+ Starting materials: BrC=1C(=CC(=C(C1)NC(C)=O)C)OC (N-(5-bromo-4-methoxy-2-methylphenyl)acetamide), Cl (HCl), C(=O)(O)[O-].[Na+] (NaHCO3). Run in CO (MeOH). Product: BrC=1C(=CC(=C(N)C1)C)OC (5-Bromo-4-methoxy-2-methylaniline). The yield is 83.7%. Reaction SMILES: [Br:1][C:2]1[C:3]([O:13][CH3:14])=[CH:4][C:5]([CH3:12])=[C:6]([NH:8]C(=O)C)[CH:7]=1.Cl.C([O-])(O)=O.[Na+]>CO>[Br:1][C:2]1[C:3]([O:13][CH3:14])=[CH:4][C:5]([CH3:12])=[C:6]([CH:7]=1)[NH2:8] |f:2.3|. Reported procedure: To a solution of N-(5-bromo-4-methoxy-2-methylphenyl)acetamide (108 g, 0.42 mol) in MeOH (400 mL) is added concentrated HCl (160 mL, 2 mol). After being heated at reflux overnight, the mixture is neutralized with aqueous NaHCO3, and extracted with EtOAc (1200 mL). The organic phase is dried and concentrated to afford the product (76 g, 84% yield). MS (m/z): 216.0 (M+H). Starting materials: CN(C)c1c(Cl)cc(Br)cc1C(C)(C)C, [Li]CCCC, CCCCCC, CN(C)C=O. The product is CN(C)c1c(Cl)cc(C=O)cc1C(C)(C)C. As a reaction SMILES: [Br:12][c:13]1[cH:14][c:15]([C:23]([CH3:24])([CH3:25])[CH3:26])[c:16]([N:20]([CH3:21])[CH3:22])[c:17]([Cl:19])[cH:18]1.[CH2:7]([Li:8])[CH2:9][CH2:10][CH3:11].[CH3:1][CH2:2][CH2:3][CH2:4][CH2:5][CH3:6].[CH3:27][N:28]([CH:29]=[O:30])[CH3:31]>>[c:13]1([CH:29]=[O:30])[cH:14][c:15]([C:23]([CH3:24])([CH3:25])[CH3:26])[c:16]([N:20]([CH3:21])[CH3:22])[c:17]([Cl:19])[cH:18]1. Reactants: [BH4-], C1CCOC1, CC1C(c2ccccc2)N(C(=O)CC(c2cc(F)cc(F)c2)C2CCOCC2)C(=O)N1C, [Li+]. Yields the product O=CCC(c1cc(F)cc(F)c1)C1CCOCC1. As a reaction SMILES: [BH4-:1].[CH2:35]1[O:36][CH2:37][CH2:38][CH2:39]1.[F:3][c:4]1[cH:5][c:6]([CH:11]([CH2:12][C:13](=[O:14])[N:15]2[CH:16]([c:17]3[cH:18][cH:19][cH:20][cH:21][cH:22]3)[CH:23]([CH3:24])[N:25]([CH3:26])[C:27]2=[O:28])[CH:29]2[CH2:30][CH2:31][O:32][CH2:33][CH2:34]2)[cH:7][c:8]([F:10])[cH:9]1.[Li+:2]>>[F:3][c:4]1[cH:5][c:6]([CH:11]([CH2:12][CH:13]=[O:14])[CH:29]2[CH2:30][CH2:31][O:32][CH2:33][CH2:34]2)[cH:7][c:8]([F:10])[cH:9]1.